Dataset: the Open Reaction Database (ORD), a public repository of structured organic reaction records. Task: describe an organic reaction: reactants, conditions, products, and yield The reactants are [Na+], [OH-], On1nnc2ccc(Cl)cc21, O=S(=O)(Cl)c1ccccc1. The product is O=S(=O)(On1nnc2ccc(Cl)cc21)c1ccccc1. RXN SMILES: [Na+:23].[OH-:22].[OH:1][n:2]1[n:3][n:4][c:5]2[c:6]1[cH:7][c:8]([Cl:11])[cH:9][cH:10]2.[c:12]1([S:18](=[O:19])(=[O:20])[Cl:21])[cH:13][cH:14][cH:15][cH:16][cH:17]1>>[O:1]([n:2]1[n:3][n:4][c:5]2[c:6]1[cH:7][c:8]([Cl:11])[cH:9][cH:10]2)[S:18]([c:12]1[cH:13][cH:14][cH:15][cH:16][cH:17]1)(=[O:19])=[O:20]. Starting materials: C[Al](C)C (trimethylaluminium), C1(CC1)N(S(=O)(=O)C1=C(C=C(C=C1C)OC)C)CC1=NOC(=N1)C(=O)OCC (ethyl 3-({cyclopropyl[(4-methoxy-2,6-dimethylphenyl)sulfonyl]amino}methyl)-1,2,4-oxadiazole-5-carboxylate), N1(CCCC1)CCC1CCNCC1 (4-[2-(pyrrolidin-1-yl)ethyl]piperidine). The solvent is ClCCCl (DCE). Product: N (NH3), C1(CC1)N(S(=O)(=O)C1=C(C=C(C=C1C)OC)C)CC1=NOC(=N1)C(=O)N1CCC(CC1)CCN1CCCC1 (N-Cyclopropyl-4-methoxy-2,6-dimethyl-N-[(5-{[4-(2-pyrrolidin-1-ylethyl)piperidin-1-yl]carbonyl}-1,2,4-oxadiazol-3-yl)methyl]benzenesulfonamide). As a reaction SMILES: [CH:1]1([N:4]([CH2:18][C:19]2[N:23]=[C:22]([C:24]([O:26]CC)=O)[O:21][N:20]=2)[S:5]([C:8]2[C:13]([CH3:14])=[CH:12][C:11]([O:15][CH3:16])=[CH:10][C:9]=2[CH3:17])(=[O:7])=[O:6])[CH2:3][CH2:2]1.[N:29]1([CH2:34][CH2:35][CH:36]2[CH2:41][CH2:40][NH:39][CH2:38][CH2:37]2)[CH2:33][CH2:32][CH2:31][CH2:30]1.C[Al](C)C>ClCCCl>[NH3:4].[CH:1]1([N:4]([CH2:18][C:19]2[N:23]=[C:22]([C:24]([N:39]3[CH2:38][CH2:37][CH:36]([CH2:35][CH2:34][N:29]4[CH2:33][CH2:32][CH2:31][CH2:30]4)[CH2:41][CH2:40]3)=[O:26])[O:21][N:20]=2)[S:5]([C:8]2[C:13]([CH3:14])=[CH:12][C:11]([O:15][CH3:16])=[CH:10][C:9]=2[CH3:17])(=[O:6])=[O:7])[CH2:3][CH2:2]1. Reported procedure: The title compound was prepared according to general procedure AT using ethyl 3-({cyclopropyl[(4-methoxy-2,6-dimethylphenyl)sulfonyl]amino}methyl)-1,2,4-oxadiazole-5-carboxylate (30 mg, 0.07 mmol), 4-[2-(pyrrolidin-1-yl)ethyl]piperidine (29 mg, 0.14 mmol) and trimethylaluminium (2 M in toluene, 0.07 mL) in DCE (5 mL). A portion of the crude product was purified using FCC, eluting with 95:4.5:0.5 DCM:MeOH:NH3, to afford the title compound. Reactants: N([C@H](CCC(OC(C)(C)C)=O)C(=O)O)C(=O)OCC1C2=CC=CC=C2C2=CC=CC=C12 (Fmoc-D-Glu(OtBu)-OH), C1=CC2=C(N=C1)N(N=N2)O.CC(N=C=NC(C)C)C (HOAt DIC), C(CC(C)C)=O (isovaleraldehyde), N([C@H](CC1=CC=CC=C1)C(=O)O)C(=O)OC(C)(C)C (Boc-D-Phe). The solvent is TEA toluene, O (H2O). Product: C(C1=CC=CC=C1)[C@H]1NC([C@H](N(C1=O)CCC(C)C)CCC(=O)O)=O (3-[5-Benzyl-1-isopentyl-3,6-dioxo-(2R, 5R)-perhydro-2-pyrazinyl]propanoic acid). As a reaction SMILES: [NH:1]([C:15](OCC1C2C(=CC=CC=2)C2C1=CC=CC=2)=O)[C@@H:2](C(O)=O)[CH2:3][CH2:4][C:5](=[O:11])[O:6]C(C)(C)C.C(=O)[CH2:33][CH:34]([CH3:36])[CH3:35].[NH:38]([C:50]([O:52]C(C)(C)C)=O)[C@@H:39]([C:47]([OH:49])=O)[CH2:40][C:41]1[CH:46]=[CH:45][CH:44]=[CH:43][CH:42]=1.C1C=NC2N(O)N=NC=2C=1.CC(C)N=C=NC(C)C>O>[CH2:40]([C@@H:39]1[C:47](=[O:49])[N:1]([CH2:15][CH2:33][CH:34]([CH3:36])[CH3:35])[C@H:2]([CH2:3][CH2:4][C:5]([OH:6])=[O:11])[C:50](=[O:52])[NH:38]1)[C:41]1[CH:42]=[CH:43][CH:44]=[CH:45][CH:46]=1 |f:3.4|. Procedure details: Hydroxymethyl PAM resin was coupled with Fmoc-D-Glu(OtBu)-OH (Mukaiyama conditions) and reductively alkylated with isovaleraldehyde. Boc-D-Phe was coupled with HOAt/DIC and after Box-deprotection the DKP formed in 4% TEA/toluene (12h). Yield: 88 mg (37%). 1H-NMR (400 MHz, CD3 OD):δ=0.67-0.70 (m, 1 H), 1.09 (2 d, J=6.5 Hz, 6 H), 1.49-1.73 (m, 3 H), 1.80-1.90 (m, 1 H), 2.01-2.10 (m, 1 H), 2.15-2.32 (m, 1 H), 3.13 (dd, J=4.5, 13.7 Hz, 1 H), 3.19 (ddd, J=5.1, 10.1, 15.1 Hz, 1 H), 3.39 (dd, J=5.2, 13... Starting materials: CC=CC(=O)O, [Cl-], Nc1ccc2c(Nc3cccc(Br)c3)ncnc2c1, C1CCOC1. The product is CC=CC(=O)Nc1ccc2c(Nc3cccc(Br)c3)ncnc2c1. Reaction SMILES: [C:21]([CH:22]=[CH:23][CH3:24])(=[O:25])[OH:26].[Cl-:20].[NH2:1][c:2]1[cH:3][cH:4][c:5]2[c:6]([NH:12][c:13]3[cH:14][c:15]([Br:19])[cH:16][cH:17][cH:18]3)[n:7][cH:8][n:9][c:10]2[cH:11]1.[O:27]1[CH2:28][CH2:29][CH2:30][CH2:31]1>>[NH:1]([c:2]1[cH:3][cH:4][c:5]2[c:6]([NH:12][c:13]3[cH:14][c:15]([Br:19])[cH:16][cH:17][cH:18]3)[n:7][cH:8][n:9][c:10]2[cH:11]1)[C:21]([CH:22]=[CH:23][CH3:24])=[O:25]. Reaction SMILES: CN.[ClH:3].[S:4]1(=[O:11])(=[O:10])[CH2:8][CH2:7][CH:6]([NH2:9])[CH2:5]1.S1(=O)(=O)CC=C[CH2:13]1>>[ClH:3].[CH3:13][NH:9][CH:6]1[CH2:7][CH2:8][S:4](=[O:11])(=[O:10])[CH2:5]1 |f:1.2,4.5|. The yield is 82.2%. Reported procedure: The procedure of Example 1 was repeated substituting 50 percent aqueous monomethylamine (174 ml.) for the ammonium hydroxide of Example 1. Sixty-four and seven-tenths grams of a white crystalline solid was obtained for a yield of 82.2 percent of theory based upon the 2,5-dihydrothiophene 1,1-dioxide. The solid sublimes over 180° C. and melts between 205° and 210° C. The reactants are CN (monomethylamine), Cl.S1(CC(CC1)N)(=O)=O (Tetrahydro-3-thiophenamine 1,1-dioxide hydrochloride), S1(CC=CC1)(=O)=O (2,5-dihydrothiophene 1,1-dioxide). The product is Cl.CNC1CS(CC1)(=O)=O (N-Methyltetrahydro-3-thiophenamine 1,1-dioxide hydrochloride). Starting materials: CC(C)(C)OC(=O)N1CCC(CC(=O)O)CC1, CN(C(=O)c1ccc(Cl)cc1)C1CCNCC1c1ccc(Cl)c(Cl)c1, Cl. The product is CN(C(=O)c1ccc(Cl)cc1)C1CCN(C(=O)CC2CCN(C(=O)OC(C)(C)C)CC2)CC1c1ccc(Cl)c(Cl)c1. RXN SMILES: [C:27]([CH3:28])([CH3:29])([CH3:30])[O:31][C:32](=[O:33])[N:34]1[CH2:35][CH2:36][CH:37]([CH2:40][C:41](=[O:42])[OH:43])[CH2:38][CH2:39]1.[Cl:2][c:3]1[cH:4][cH:5][c:6]([C:7](=[O:8])[N:9]([CH3:10])[CH:11]2[CH:12]([c:17]3[cH:18][c:19]([Cl:24])[c:20]([Cl:23])[cH:21][cH:22]3)[CH2:13][NH:14][CH2:15][CH2:16]2)[cH:25][cH:26]1.[ClH:1]>>[Cl:2][c:3]1[cH:4][cH:5][c:6]([C:7](=[O:8])[N:9]([CH3:10])[CH:11]2[CH:12]([c:17]3[cH:18][c:19]([Cl:24])[c:20]([Cl:23])[cH:21][cH:22]3)[CH2:13][N:14]([C:41]([CH2:40][CH:37]3[CH2:36][CH2:35][N:34]([C:32]([O:31][C:27]([CH3:28])([CH3:29])[CH3:30])=[O:33])[CH2:39][CH2:38]3)=[O:42])[CH2:15][CH2:16]2)[cH:25][cH:26]1.